Dataset: the Open Reaction Database (ORD), a public repository of structured organic reaction records. Task: describe an organic reaction: reactants, conditions, products, and yield Reactants: B, CC(C)(C)OC(=O)N1CCN(C(CN)c2ccccc2F)CC1, C1CCOC1, CCOC(C)=O, [Na+], [OH-]. Product: CNCC(c1ccccc1F)N1CCN(C(=O)OC(C)(C)C)CC1. As a reaction SMILES: [BH3:24].[C:1]([CH3:2])([CH3:3])([CH3:4])[O:5][C:6](=[O:7])[N:8]1[CH2:9][CH2:10][N:11]([CH:14]([CH2:15][NH2:16])[c:17]2[c:18]([F:23])[cH:19][cH:20][cH:21][cH:22]2)[CH2:12][CH2:13]1.[CH2:27]1[O:28][CH2:29][CH2:30][CH2:31]1.[CH3:32][CH2:33][O:34][C:35]([CH3:36])=[O:37].[Na+:26].[OH-:25]>>[C:1]([CH3:2])([CH3:3])([CH3:4])[O:5][C:6](=[O:7])[N:8]1[CH2:9][CH2:10][N:11]([CH:14]([CH2:15][NH:16][CH3:27])[c:17]2[c:18]([F:23])[cH:19][cH:20][cH:21][cH:22]2)[CH2:12][CH2:13]1. The reactants are CC(=O)OC(C)=O, Nc1ccccn1, Cc1ccccc1C. Product: CC(=O)Nc1ccccn1. Reaction SMILES: [CH3:8][C:9](=[O:10])[O:11][C:12](=[O:13])[CH3:14].[NH2:1][c:2]1[n:3][cH:4][cH:5][cH:6][cH:7]1.[c:15]1([CH3:16])[c:17]([CH3:18])[cH:19][cH:20][cH:21][cH:22]1>>[NH:1]([c:2]1[n:3][cH:4][cH:5][cH:6][cH:7]1)[C:9]([CH3:8])=[O:10]. Product: CC(C)COC(=O)CNc1ccc(Cl)c(Cl)c1. Reactants: CC(C)COC(=O)CBr, CC(C)(C)OC(=O)Nc1ccccc1, CC(C)COC(=O)CN(C(=O)OC(C)(C)C)c1ccc(Cl)c(Cl)c1, C1CCOC1, [H-], [Na+]. As a reaction SMILES: [Br:17][CH2:18][C:19]([O:20][CH2:21][CH:22]([CH3:23])[CH3:24])=[O:25].[C:1]([NH:2][c:3]1[cH:4][cH:5][cH:6][cH:7][cH:8]1)([O:9][C:10]([CH3:11])([CH3:12])[CH3:13])=[O:14].[CH2:26]([CH:27]([CH3:28])[CH3:29])[O:30][C:31]([CH2:32][N:33]([c:34]1[cH:35][c:36]([Cl:41])[c:37]([Cl:40])[cH:38][cH:39]1)[C:42]([O:43][C:44]([CH3:45])([CH3:46])[CH3:47])=[O:48])=[O:49].[CH2:50]1[O:51][CH2:52][CH2:53][CH2:54]1.[H-:15].[Na+:16]>>[CH2:26]([CH:27]([CH3:28])[CH3:29])[O:30][C:31]([CH2:32][NH:33][c:34]1[cH:35][c:36]([Cl:41])[c:37]([Cl:40])[cH:38][cH:39]1)=[O:49]. Reactants: BrC1=CN2C(S1)=C(N=C2)CO (2-bromo-7-hydroxymethylimidazo [5,1-b]thiazole), [Cr](=O)(=O)([O-])Cl.[NH+]1=CC=CC=C1 (pyridinium chlorochromate). The solvent is C(C)OCC (diethyl ether), S(=O)(=O)([O-])[O-].[Mg+2] (magnesium sulfate), ClCCl (dichloromethane), ClCCl (dichloromethane). Reaction conditions: time 30 minute. Yields the product BrC1=CN2C(S1)=C(N=C2)C=O (2-bromoimidazo[5,1-b]thiazole-7-carbaldehyde). The yield is 18.2%. RXN SMILES: [Br:1][C:2]1[S:6][C:5]2=[C:7]([CH2:10][OH:11])[N:8]=[CH:9][N:4]2[CH:3]=1.[Cr](Cl)([O-])(=O)=O.[NH+]1C=CC=CC=1>ClCCl.C(OCC)C.S([O-])([O-])(=O)=O.[Mg+2]>[Br:1][C:2]1[S:6][C:5]2=[C:7]([CH:10]=[O:11])[N:8]=[CH:9][N:4]2[CH:3]=1 |f:1.2,5.6|. Procedure details: A solution of 2-bromo-7-hydroxymethylimidazo [5,1-b]thiazole (44 mg, 0.19 mmol) in dichloromethane (4 ml) was added to a suspension of pyridinium chlorochromate (121 mg, 0.56 mmol) in dichloromethane (2 ml), and the mixture was stirred at room temperature for 30 min. After the completion of the reaction, the reaction solution was diluted with diethyl ether, anhydrous magnesium sulfate was added thereto, and the mixture was stirred at room temperature for additional 10 min. The reaction mixture w... Starting materials: C(C)(=O)C1(CCCCC1)NS(=O)(=O)CC1=CC=C(C=C1)Cl (N-(1-acetylcyclohexyl)-(4-chlorophenyl)methane-sulfonamide), [H-].[Na+] (NaH), O (water). Run in CN(C)C=O (DMF). Run at temperature 120 celsius, time 8 hour. Product: ClC1=CC=C(C=C1)C=1SNC2(C1C)CCCCC2 (3-(4-chlorophenyl)-4-methyl-2-thia-1-azaspiro[4.5]dec-3-ene). Yield: 71.1%. RXN SMILES: [C:1]([C:4]1([NH:10][S:11]([CH2:14][C:15]2[CH:20]=[CH:19][C:18]([Cl:21])=[CH:17][CH:16]=2)(=O)=O)[CH2:9][CH2:8][CH2:7][CH2:6][CH2:5]1)(=O)[CH3:2].[H-].[Na+].O>CN(C=O)C>[Cl:21][C:18]1[CH:19]=[CH:20][C:15]([C:14]2[S:11][NH:10][C:4]3([CH2:9][CH2:8][CH2:7][CH2:6][CH2:5]3)[C:1]=2[CH3:2])=[CH:16][CH:17]=1 |f:1.2|. Procedure: To N-(1-acetylcyclohexyl)-(4-chlorophenyl)methane-sulfonamide (612 mg, 1.86 mmol), from Example 1, in dry DMF (6 mL) was added NaH (60%, 2.2 eq.) under Ar. The mixture was stirred overnight at 120° C., water was added and the solution was extracted with ethyl acetate. The organic layer was washed with NaCl solution and water, dried (Na2SO4) and concentrated. Recrystallization from ethyl acetate yielded 0.37 g (64%) of 3-(4-chlorophenyl)-4-methyl-2-thia-1-azaspiro[4.5]dec-3-ene, 2,2-dioxide, show... Reactants: FC1=C2C=CC=C(C2=CC(=C1)F)CBr (5,7-difluoro-1-bromomethylnaphthalene), CNCC1=CC=C(C=C1)C(C)(C)C (N-methyl-4-tert.butylbenzylamine), C([O-])([O-])=O.[K+].[K+] (potassium carbonate). Solvent: CN(C=O)C (dimethylformamide). Reaction conditions: time 8 hour. Product: FC1=C2C=CC=C(C2=CC(=C1)F)CN(C)CC1=CC=C(C=C1)C(C)(C)C (N-(5,7-difluoro-1-naphthylmethyl)-N-methyl-4-tert.butylbenzylamine). RXN SMILES: [CH3:1][NH:2][CH2:3][C:4]1[CH:9]=[CH:8][C:7]([C:10]([CH3:13])([CH3:12])[CH3:11])=[CH:6][CH:5]=1.C(=O)([O-])[O-].[K+].[K+].[F:20][C:21]1[CH:30]=[C:29]([F:31])[CH:28]=[C:27]2[C:22]=1[CH:23]=[CH:24][CH:25]=[C:26]2[CH2:32]Br>CN(C)C=O>[F:20][C:21]1[CH:30]=[C:29]([F:31])[CH:28]=[C:27]2[C:22]=1[CH:23]=[CH:24][CH:25]=[C:26]2[CH2:32][N:2]([CH2:3][C:4]1[CH:9]=[CH:8][C:7]([C:10]([CH3:13])([CH3:12])[CH3:11])=[CH:6][CH:5]=1)[CH3:1] |f:1.2.3|. Procedure details: To a mixture of 0.3 g of N-methyl-4-tert.butylbenzylamine, 0.25 g of potassium carbonate and 5 ml of abs. dimethylformamide (DMF) are added dropwise 0.4 g of 5,7-difluoro-1-bromomethylnaphthalene and the mixture stirred overnight at RT. The solvent is removed under vacuum and the residue partitioned between ether and water. The organic phase is dried and evaporated. The pure product is obtained as an oil following chromatography on silica gel (eluant: hexane/ethylacetate=95/5). Reactants: Cl.ClCCCN1C=NC=2N(C(N(C(C12)=O)C)=O)C (7-(3-chloropropyl)-3,7-dihydro-1,3-dimethyl-1H-purine-2,6-dione monohydrochloride), N1CCC(=CC1)C1=CNC2=CC=CC=C12 (3-(1,2,3,6-tetrahydro-4-pyridinyl)-1H-indole), C([O-])([O-])=O.[Na+].[Na+] (sodium carbonate). The solvent is CC(CC(C)=O)C (4-methyl-2-pentanone). Run at time 22 hour. The product is N1C=C(C2=CC=CC=C12)C=1CCN(CC1)CCCN1C=NC=2N(C(N(C(C12)=O)C)=O)C (7-[3-[3,6-dihydro-4-(1H-indol-3-yl)-1(2H)-pyridinyl]propyl]-3,7-dihydro-1,3-dimethyl-1H-purine-2,6-dione). Yield: 98.0%. As a reaction SMILES: Cl.Cl[CH2:3][CH2:4][CH2:5][N:6]1[C:14]2[C:13](=[O:15])[N:12]([CH3:16])[C:11](=[O:17])[N:10]([CH3:18])[C:9]=2[N:8]=[CH:7]1.[NH:19]1[CH2:24][CH:23]=[C:22]([C:25]2[C:33]3[C:28](=[CH:29][CH:30]=[CH:31][CH:32]=3)[NH:27][CH:26]=2)[CH2:21][CH2:20]1.C(=O)([O-])[O-].[Na+].[Na+]>CC(C)CC(=O)C>[NH:27]1[C:28]2[C:33](=[CH:32][CH:31]=[CH:30][CH:29]=2)[C:25]([C:22]2[CH2:23][CH2:24][N:19]([CH2:3][CH2:4][CH2:5][N:6]3[C:14]4[C:13](=[O:15])[N:12]([CH3:16])[C:11](=[O:17])[N:10]([CH3:18])[C:9]=4[N:8]=[CH:7]3)[CH2:20][CH:21]=2)=[CH:26]1 |f:0.1,3.4.5|. Procedure: A mixture of 5 parts of 7-(3-chloropropyl)-3,7-dihydro-1,3-dimethyl-1H-purine-2,6-dione monohydrochloride, 4 parts of 3-(1,2,3,6-tetrahydro-4-pyridinyl)-1H-indole, 8 parts of sodium carbonate and 240 parts of 4-methyl-2-pentanone was stirred for 22 hours at reflux temperature. The whole was stirred till room temperature was reached. The product was filtered off and stirred in water. After filtration, the product was washed with water and stirred in water and an equivalent amount of acetic acid. ... Reactants: O=C([O-])[O-], CC(C)(C)P(C(C)(C)C)C(C)(C)C, Cc1cc(Nc2nc(Cl)nc3ccccc23)n[nH]1, [Na+], [Na+], CN(C)C=O, Cc1cccc(B(O)O)c1. Yields the product Cc1cccc(-c2nc(Nc3cc(C)n[nH]3)c3ccccc3n2)c1. As a reaction SMILES: [C:29](=[O:30])([O-:31])[O-:32].[C:35]([P:36]([C:37]([CH3:38])([CH3:39])[CH3:40])[C:41]([CH3:42])([CH3:43])[CH3:44])([CH3:45])([CH3:46])[CH3:47].[Cl:1][c:2]1[n:3][c:4]2[cH:5][cH:6][cH:7][cH:8][c:9]2[c:10]([NH:12][c:13]2[n:14][nH:15][c:16]([CH3:18])[cH:17]2)[n:11]1.[Na+:33].[Na+:34].[O:48]=[CH:49][N:50]([CH3:51])[CH3:52].[c:19]1([CH3:28])[cH:20][c:21]([B:25]([OH:26])[OH:27])[cH:22][cH:23][cH:24]1>>[c:2]1(-[c:21]2[cH:20][c:19]([CH3:28])[cH:24][cH:23][cH:22]2)[n:3][c:4]2[cH:5][cH:6][cH:7][cH:8][c:9]2[c:10]([NH:12][c:13]2[nH:14][n:15][c:16]([CH3:18])[cH:17]2)[n:11]1. Reactants: CN(C=O)C (N,N-dimethylformamide), BrC1=CC=C(CO)C=C1 (4-bromobenzyl alcohol), [H-].[Na+] (sodium hydride), FC1=NC=C(C=C1)C (2-Fluoro-5-methylpyridine). The solvent is O (Water). Reaction conditions: time 30 minute. The product is BrC1=CC=C(COC2=NC=C(C=C2)C)C=C1 (2-(4-Bromo-benzyloxy)-5-methyl-pyridine). Isolated yield 59.3%. As a reaction SMILES: CN(C)C=O.[Br:6][C:7]1[CH:14]=[CH:13][C:10]([CH2:11][OH:12])=[CH:9][CH:8]=1.[H-].[Na+].F[C:18]1[CH:23]=[CH:22][C:21]([CH3:24])=[CH:20][N:19]=1>O>[Br:6][C:7]1[CH:14]=[CH:13][C:10]([CH2:11][O:12][C:18]2[CH:23]=[CH:22][C:21]([CH3:24])=[CH:20][N:19]=2)=[CH:9][CH:8]=1 |f:2.3|. Reported procedure: To an N,N-dimethylformamide (50.0 mL) solution of 4-bromobenzyl alcohol (4.54 g, 24.3 mmol) was added sodium hydride (1.00 g, 25.0 mmol, 60% in oil) under nitrogen atmosphere at 0° C., which was stirred for 30 minutes at room temperature. 2-Fluoro-5-methylpyridine (1.80 g, 16.2 mmol) was then added at 0° C., and stirred for 5 hours at room temperature. Water was added to the reaction solution at room temperature, which was then extracted with ethyl acetate. The organic layer was separated and wa... Starting materials: CN1CCCC1=O, CCN(C(C)C)C(C)C, Cc1ccc(C(=O)NC2CC2)cc1-c1ccc2c(Cl)nncc2c1, O, Oc1n[nH]c2c1CCNC2. Yields the product Cc1ccc(C(=O)NC2CC2)cc1-c1ccc2c(N3CCc4c(O)n[nH]c4C3)nncc2c1. As a reaction SMILES: [CH3:44][N:45]1[CH2:46][CH2:47][CH2:48][C:49]1=[O:50].[CH:35]([N:36]([CH2:37][CH3:38])[CH:39]([CH3:40])[CH3:41])([CH3:42])[CH3:43].[Cl:1][c:2]1[n:3][n:4][cH:5][c:6]2[cH:7][c:8](-[c:12]3[cH:13][c:14]([C:15](=[O:16])[NH:17][CH:18]4[CH2:19][CH2:20]4)[cH:21][cH:22][c:23]3[CH3:24])[cH:9][cH:10][c:11]12.[OH2:51].[nH:25]1[n:26][c:27]([OH:34])[c:28]2[c:29]1[CH2:30][NH:31][CH2:32][CH2:33]2>>[c:2]1([N:31]2[CH2:30][c:29]3[nH:25][n:26][c:27]([OH:34])[c:28]3[CH2:33][CH2:32]2)[n:3][n:4][cH:5][c:6]2[cH:7][c:8](-[c:12]3[cH:13][c:14]([C:15](=[O:16])[NH:17][CH:18]4[CH2:19][CH2:20]4)[cH:21][cH:22][c:23]3[CH3:24])[cH:9][cH:10][c:11]12.